The task is: describe an organic reaction: reactants, conditions, products, and yield. This data is from the Open Reaction Database (ORD), a public repository of structured organic reaction records. Reactants: CCOC(=O)c1nc2c(OC)cccc2c(OCc2ccccc2)c1C, CC(C)C[Al+]CC(C)C, Cc1ccccc1, [H-], [Na+], [Na+], O=S(=O)([O-])[O-], O. Yields the product COc1cccc2c(OCc3ccccc3)c(C)c(CO)nc12. RXN SMILES: [CH2:1]([c:2]1[cH:3][cH:4][cH:5][cH:6][cH:7]1)[O:8][c:9]1[c:10]([CH3:26])[c:11]([C:21](=[O:22])[O:23][CH2:24][CH3:25])[n:12][c:13]2[c:14]([O:19][CH3:20])[cH:15][cH:16][cH:17][c:18]12.[CH2:28]([Al+:29][CH2:30][CH:31]([CH3:32])[CH3:33])[CH:34]([CH3:35])[CH3:36].[CH3:45][c:46]1[cH:47][cH:48][cH:49][cH:50][cH:51]1.[H-:27].[Na+:38].[Na+:39].[O-:40][S:41](=[O:42])(=[O:43])[O-:44].[OH2:37]>>[CH2:1]([c:2]1[cH:3][cH:4][cH:5][cH:6][cH:7]1)[O:8][c:9]1[c:10]([CH3:26])[c:11]([CH2:21][OH:22])[n:12][c:13]2[c:14]([O:19][CH3:20])[cH:15][cH:16][cH:17][c:18]12. The reactants are BrC1=CC(=C(C=C1)NS(=O)(=O)CCCCl)F (N-(4-bromo-2-fluorophenyl)-3-chloropropane-1-sulfonamide), C([O-])([O-])=O.[K+].[K+] (potassium carbonate). The solvent is CN(C=O)C (dimethylformamide). Run at time 24 hour. The product is BrC1=CC(=C(C=C1)N1S(CCC1)(=O)=O)F (2-(4-bromo-2-fluorophenyl)isothiazolidine 1,1-dioxide). Yield: 122.3%. Reaction SMILES: [Br:1][C:2]1[CH:7]=[CH:6][C:5]([NH:8][S:9]([CH2:12][CH2:13][CH2:14]Cl)(=[O:11])=[O:10])=[C:4]([F:16])[CH:3]=1.C(=O)([O-])[O-].[K+].[K+]>CN(C)C=O>[Br:1][C:2]1[CH:7]=[CH:6][C:5]([N:8]2[CH2:14][CH2:13][CH2:12][S:9]2(=[O:11])=[O:10])=[C:4]([F:16])[CH:3]=1 |f:1.2.3|. Reported procedure: N-(4-bromo-2-fluorophenyl)-3-chloropropane-1-sulfonamide (8.27 g, 0.025M) and potassium carbonate (5.10 g, 0.0375M) was dissolved in dimethylformamide (50 ml) at room temperature under an atmosphere of nitrogen. The reaction mixture was stirred for a further 24 hrs after which time it was partitioned between diethylether (500 ml) and water (500 ml). The organics were washed with 1N HCl (300 ml) and then water (100 ml) The organics were then dried over magnesium sulfate, filtered and the solvent ... The reactants are BrN1C(CCC1=O)=O (N-bromosuccinimide), COCCC1(SCCCS1)C(=O)OC(C)(C)C (tert-butyl 2-(2-methoxyethyl)-1,3-dithiane-2-carboxylate). The solvent is CC(=O)C (acetone), O (water), CC(=O)C (acetone), O (water). Conditions: time 10 minute. The product is COCCC(C(=O)OC(C)(C)C)=O (tert-Butyl 4-methoxy-2-oxobutanoate). Reaction SMILES: [CH3:1][O:2][CH2:3][CH2:4][C:5]1([C:11]([O:13][C:14]([CH3:17])([CH3:16])[CH3:15])=[O:12])SCCCS1.BrN1C(=[O:24])CCC1=O>CC(C)=O.O>[CH3:1][O:2][CH2:3][CH2:4][C:5](=[O:24])[C:11]([O:13][C:14]([CH3:17])([CH3:16])[CH3:15])=[O:12]. Procedure: A solution of 10.6 g (38.1 mmol) of tert-butyl 2-(2-methoxyethyl)-1,3-dithiane-2-carboxylate in 365 ml of acetone and 18 ml of water was added dropwise to a solution, cooled to −18° C., of 54.2 g (305 mmol) of N-bromosuccinimide in 365 ml of acetone and 18 ml of water such that the internal temperature did not exceed −5° C. After the addition had ended, the mixture was stirred for another 10 min and the reaction was then terminated using 630 ml of sodium sulphite solution (1N). 420 ml of n-hepta... Starting materials: C(C)(C)(C)OC(=O)N1CC2CN(CC(C1)O2)CCN(C(=O)N)CCOC2=CC=C(C=C2)C#N (7-(2-{1-[2-(4-Cyanophenoxy)ethyl]ureido}ethyl)-9-oxa-3,7-diazabicyclo-[3.3.1]nonane-3-carboxylic acid tert-butyl ester), Cl (HCl). Solvent: O1CCOCC1 (dioxane). Run at time 1 hour. Product: C(#N)C1=CC=C(OCCN(C(=O)N)CCN2CC3CNCC(C2)O3)C=C1 (N-[2-(4-Cyanophenoxy)ethyl]-N-[2-(9-oxa-3,7-diazabicyclo[3.3.1]non-3-yl)ethyl]urea). RXN SMILES: C(OC([N:8]1[CH2:15][CH:14]2[O:16][CH:10]([CH2:11][N:12]([CH2:17][CH2:18][N:19]([CH2:23][CH2:24][O:25][C:26]3[CH:31]=[CH:30][C:29]([C:32]#[N:33])=[CH:28][CH:27]=3)[C:20]([NH2:22])=[O:21])[CH2:13]2)[CH2:9]1)=O)(C)(C)C.Cl>O1CCOCC1>[C:32]([C:29]1[CH:28]=[CH:27][C:26]([O:25][CH2:24][CH2:23][N:19]([CH2:18][CH2:17][N:12]2[CH2:11][CH:10]3[O:16][CH:14]([CH2:15][NH:8][CH2:9]3)[CH2:13]2)[C:20]([NH2:22])=[O:21])=[CH:31][CH:30]=1)#[N:33]. Procedure: 7-(2-{1-[2-(4-Cyanophenoxy)ethyl]ureido}ethyl)-9-oxa-3,7-diazabicyclo-[3.3.1]nonane-3-carboxylic acid tert-butyl ester (6.44 g; see step (i) above) was added to a solution of HCl-saturated, dry dioxane (300 mL) at 0° C. The reaction was then stirred at rt for 1 hr. The resulting precipitate was filtered under N2, washed with dry ether and then dried under vacuum to provide the title compound. Yield: 6 g. The reactants are NC=1C=C(C(=CC1)OC)C=1OC2=C(N1)C=C(C=C2)C2=CC=CC=C2 (2-(3-amino-6-methoxyphenyl)-5-phenylbenzoxazole), C1=CC2=C(C=C1C(=O)O)C(=O)OC2=O (1,2,4-benzenetricarboxylic anhydride). Procedure details: Prepared by the method of Example 15f), from 2-(3-amino-6-methoxyphenyl)-5-phenylbenzoxazole (420 mg, 1.42 mmol) and 1,2,4-benzenetricarboxylic anhydride (273 mg, 1.42 mmol) the title compound was obtained, (460 mg, 66%). 1H NMR (DMSO) δ 13.85(s, 1H), 8.51(dd, 1H), 8.41(s, 1H), 8.29(d, 1H), 8.16(m, 2H), 7.95(d, 1H), 7.81(m, 4H), 7.58(m, 2H), 7.54(d, 1H), 7.48(d, 1H), 4.12(s, 3H). MS 491 m/z (M+H)+. Reaction SMILES: [NH2:1][C:2]1[CH:3]=[C:4]([C:10]2[O:11][C:12]3[CH:18]=[CH:17][C:16]([C:19]4[CH:24]=[CH:23][CH:22]=[CH:21][CH:20]=4)=[CH:15][C:13]=3[N:14]=2)[C:5]([O:8][CH3:9])=[CH:6][CH:7]=1.[CH:25]1[C:30]([C:31]([OH:33])=[O:32])=[CH:29][C:28]2[C:34]([O:36][C:37](=O)[C:27]=2[CH:26]=1)=[O:35]>>[CH3:9][O:8][C:5]1[C:4]([C:10]2[O:11][C:12]3[CH:18]=[CH:17][C:16]([C:19]4[CH:20]=[CH:21][CH:22]=[CH:23][CH:24]=4)=[CH:15][C:13]=3[N:14]=2)=[CH:3][C:2]([N:1]2[C:34](=[O:35])[C:28]3[C:27](=[CH:26][CH:25]=[C:30]([C:31]([OH:33])=[O:32])[CH:29]=3)[C:37]2=[O:36])=[CH:7][CH:6]=1. Product: COC1=CC=C(C=C1C=1OC2=C(N1)C=C(C=C2)C2=CC=CC=C2)N2C(C1=CC=C(C=C1C2=O)C(=O)O)=O (2-[4-Methoxy-5-(5-phenylbenzoxazol-2-yl)phenyl]-1,3-dioxo-2,3-dihydro-1H-isoindole-5-carboxylic acid). The reactants are CNC(CC(C)C)C(=O)O, O=C(Cl)CC1(c2ccccc2)C(=O)Oc2ccc(Cl)cc21, Cl, [Na+], C1CCOC1, [OH-], O. The product is CC(C)CC(C(=O)O)N(C)C(=O)CC1(c2ccccc2)C(=O)Oc2ccc(Cl)cc21. Reaction SMILES: [CH3:3][NH:4][CH:5]([CH2:6][CH:7]([CH3:8])[CH3:9])[C:10](=[O:11])[OH:12].[Cl:13][c:14]1[cH:15][cH:16][c:17]2[c:18]([cH:33]1)[C:19]([c:23]1[cH:24][cH:25][cH:26][cH:27][cH:28]1)([CH2:29][C:30](=[O:31])[Cl:32])[C:20](=[O:22])[O:21]2.[ClH:34].[Na+:2].[O:36]1[CH2:37][CH2:38][CH2:39][CH2:40]1.[OH-:1].[OH2:35]>>[CH3:3][N:4]([CH:5]([CH2:6][CH:7]([CH3:8])[CH3:9])[C:10](=[O:11])[OH:12])[C:30]([CH2:29][C:19]1([c:23]2[cH:24][cH:25][cH:26][cH:27][cH:28]2)[c:18]2[c:17]([cH:16][cH:15][c:14]([Cl:13])[cH:33]2)[O:21][C:20]1=[O:22])=[O:31]. Reactants: CS(C)=O, O=C(NCCc1ccc(Cl)cc1)c1ccc(O)cc1, O=Cc1ccc(F)c(C(F)(F)F)c1, [K+], [K+], O=C([O-])[O-]. Yields the product O=Cc1ccc(Oc2ccc(C(=O)NCCc3ccc(Cl)cc3)cc2)c(C(F)(F)F)c1. As a reaction SMILES: [CH3:39][S:40]([CH3:41])=[O:42].[Cl:14][c:15]1[cH:16][cH:17][c:18]([CH2:19][CH2:20][NH:21][C:22]([c:23]2[cH:24][cH:25][c:26]([OH:29])[cH:27][cH:28]2)=[O:30])[cH:31][cH:32]1.[F:1][c:2]1[c:3]([C:10]([F:11])([F:12])[F:13])[cH:4][c:5]([CH:6]=[O:7])[cH:8][cH:9]1.[K+:33].[K+:34].[O-:35][C:36]([O-:37])=[O:38]>>[c:2]1([O:29][c:26]2[cH:25][cH:24][c:23]([C:22]([NH:21][CH2:20][CH2:19][c:18]3[cH:17][cH:16][c:15]([Cl:14])[cH:32][cH:31]3)=[O:30])[cH:28][cH:27]2)[c:3]([C:10]([F:11])([F:12])[F:13])[cH:4][c:5]([CH:6]=[O:7])[cH:8][cH:9]1.